This data is from the Open Reaction Database (ORD), a public repository of structured organic reaction records. The task is: describe an organic reaction: reactants, conditions, products, and yield Reactants: CN(C)c1ccncc1, Oc1cc(Cl)cnc1O, COc1cc2nccc(Cl)c2cc1OC, Clc1ccccc1Cl, O. The product is COc1cc2nccc(Oc3cc(Cl)cnc3O)c2cc1OC. As a reaction SMILES: [CH3:26][N:27]([CH3:28])[c:29]1[cH:30][cH:31][n:32][cH:33][cH:34]1.[Cl:16][c:17]1[cH:18][n:19][c:20]([OH:24])[c:21]([OH:23])[cH:22]1.[Cl:1][c:2]1[cH:3][cH:4][n:5][c:6]2[cH:7][c:8]([O:14][CH3:15])[c:9]([O:12][CH3:13])[cH:10][c:11]12.[Cl:35][c:36]1[cH:37][cH:38][cH:39][cH:40][c:41]1[Cl:42].[OH2:25]>>[c:2]1([O:23][c:21]2[c:20]([OH:24])[n:19][cH:18][c:17]([Cl:16])[cH:22]2)[cH:3][cH:4][n:5][c:6]2[cH:7][c:8]([O:14][CH3:15])[c:9]([O:12][CH3:13])[cH:10][c:11]12.